Task: describe an organic reaction: reactants, conditions, products, and yield. Dataset: the Open Reaction Database (ORD), a public repository of structured organic reaction records Reactants: Brc1cccc(Br)c1, CC(C)(C)[O-], Cc1ccccc1, CC1CNCC(C)O1, ClCCl, [Na+], O=C(C=Cc1ccccc1)C=Cc1ccccc1, O=C(C=Cc1ccccc1)C=Cc1ccccc1, O=C(C=Cc1ccccc1)C=Cc1ccccc1, [Pd], [Pd]. The product is CC1CN(c2cccc(Br)c2)CC(C)O1. RXN SMILES: [Br:1][c:2]1[cH:3][cH:4][cH:5][c:6]([Br:7])[cH:8]1.[CH3:17][C:18]([CH3:19])([O-:20])[CH3:21].[CH3:23][c:24]1[cH:25][cH:26][cH:27][cH:28][cH:29]1.[CH3:9][CH:10]1[O:11][CH:12]([CH3:16])[CH2:13][NH:14][CH2:15]1.[Cl:30][CH2:31][Cl:32].[Na+:22].[O:35]=[C:36]([CH:37]=[CH:38][c:39]1[cH:40][cH:41][cH:42][cH:43][cH:44]1)[CH:45]=[CH:46][c:47]1[cH:48][cH:49][cH:50][cH:51][cH:52]1.[O:53]=[C:54]([CH:55]=[CH:56][c:57]1[cH:58][cH:59][cH:60][cH:61][cH:62]1)[CH:63]=[CH:64][c:65]1[cH:66][cH:67][cH:68][cH:69][cH:70]1.[O:71]=[C:72]([CH:73]=[CH:74][c:75]1[cH:76][cH:77][cH:78][cH:79][cH:80]1)[CH:81]=[CH:82][c:83]1[cH:84][cH:85][cH:86][cH:87][cH:88]1.[Pd:33].[Pd:34]>>[c:2]1([N:14]2[CH2:13][CH:12]([CH3:16])[O:11][CH:10]([CH3:9])[CH2:15]2)[cH:3][cH:4][cH:5][c:6]([Br:7])[cH:8]1.